Dataset: the Open Reaction Database (ORD), a public repository of structured organic reaction records. Task: describe an organic reaction: reactants, conditions, products, and yield Starting materials: C1COCCN1, CCCCO, CS(=O)(=O)c1ccc(Nc2cc(Cl)nc(-c3ccccc3)n2)cc1. The product is CS(=O)(=O)c1ccc(Nc2cc(N3CCOCC3)nc(-c3ccccc3)n2)cc1. RXN SMILES: [CH2:25]1[CH2:26][O:27][CH2:28][CH2:29][NH:30]1.[CH2:31]([OH:32])[CH2:33][CH2:34][CH3:35].[Cl:1][c:2]1[cH:3][c:4]([NH:14][c:15]2[cH:16][cH:17][c:18]([S:21](=[O:22])(=[O:23])[CH3:24])[cH:19][cH:20]2)[n:5][c:6](-[c:8]2[cH:9][cH:10][cH:11][cH:12][cH:13]2)[n:7]1>>[c:2]1([N:30]2[CH2:25][CH2:26][O:27][CH2:28][CH2:29]2)[cH:3][c:4]([NH:14][c:15]2[cH:16][cH:17][c:18]([S:21](=[O:22])(=[O:23])[CH3:24])[cH:19][cH:20]2)[n:5][c:6](-[c:8]2[cH:9][cH:10][cH:11][cH:12][cH:13]2)[n:7]1. Starting materials: CN(C=O)C (N,N-dimethylformamide), C1(C=2C(C(N1C1=NNC3=CC=CC(=C13)Cl)=O)=CC=CC2)=O (3-phthalimido-4-chloroindazole), Br.BrCCCN(CC)CC (3-bromopropyldiethylamine hydrobromide), [K] (potassium). Run in O (water). Product: C(C)N(CCCN1N=C(C2=C(C=CC=C12)Cl)N1C(C=2C(C1=O)=CC=CC2)=O)CC (1-(3-diethylaminopropyl)-3-phthalimido-4-chloroindazole). Isolated yield 59.0%. RXN SMILES: CN(C)C=O.[C:6]1(=[O:26])[N:10]([C:11]2[C:19]3[C:14](=[CH:15][CH:16]=[CH:17][C:18]=3[Cl:20])[NH:13][N:12]=2)[C:9](=[O:21])[C:8]2=[CH:22][CH:23]=[CH:24][CH:25]=[C:7]12.Br.Br[CH2:29][CH2:30][CH2:31][N:32]([CH2:35][CH3:36])[CH2:33][CH3:34].[K]>O>[CH2:33]([N:32]([CH2:35][CH3:36])[CH2:31][CH2:30][CH2:29][N:13]1[C:14]2[C:19](=[C:18]([Cl:20])[CH:17]=[CH:16][CH:15]=2)[C:11]([N:10]2[C:9](=[O:21])[C:8]3=[CH:22][CH:23]=[CH:24][CH:25]=[C:7]3[C:6]2=[O:26])=[N:12]1)[CH3:34] |f:2.3,^1:36|. Procedure: To 60 ml of anhydrous N,N-dimethylformamide were added 4.54 g of 3-phthalimido-4-chloroindazole obtained in the same method as described in Example 1, 4.83 g of 3-bromopropyldiethylamine hydrobromide and 6.3 g of anhydrous potassium for 12 hours at 80° C. After cooling, the mixture was added with 80 ml of water and extracted with diethyl ether. The diethyl ether layer was extracted three times with 2N hydrochloric acid, and the hydrochloric acid layer was washed with diethyl ether. After the pH ... Reactants: BrC(C(Br)(F)F)(F)F (1,2-dibromotetrafluoroethane), C(C)(C)(C)[Li] (tert-Butyllithium), solution, C(C)(C)(C)OC(=O)N1C=C(C2=CC=CC=C12)CCOC1OCCCC1 (1-tert-butoxycarbonyl-3-[2-(tetrahydro-2H-pyran-2-yloxy)ethyl]-1H-indole). Run in CCCCC (pentane), CCOCC (ether). The product is C(C)(C)(C)OC(=O)N1C(=C(C2=CC=CC=C12)CCOC1OCCCC1)Br (1-tert-Butoxycarbonyl-2-bromo-3-[2-(tetrahydro-2H-pyran-2-yloxy)ethyl]-1H-indole). RXN SMILES: C([Li])(C)(C)C.[C:6]([O:10][C:11]([N:13]1[C:21]2[C:16](=[CH:17][CH:18]=[CH:19][CH:20]=2)[C:15]([CH2:22][CH2:23][O:24][CH:25]2[CH2:30][CH2:29][CH2:28][CH2:27][O:26]2)=[CH:14]1)=[O:12])([CH3:9])([CH3:8])[CH3:7].[Br:31]C(F)(F)C(F)(F)Br>CCCCC.CCOCC>[C:6]([O:10][C:11]([N:13]1[C:21]2[C:16](=[CH:17][CH:18]=[CH:19][CH:20]=2)[C:15]([CH2:22][CH2:23][O:24][CH:25]2[CH2:30][CH2:29][CH2:28][CH2:27][O:26]2)=[C:14]1[Br:31])=[O:12])([CH3:9])([CH3:7])[CH3:8]. Reported procedure: tert-Butyllithium (28.1 ml of a 1.7 mol solution in pentane) was added slowly to a stirred solution of 1-tert-butoxycarbonyl-3-[2-(tetrahydro-2H-pyran-2-yloxy)ethyl]-1H-indole (15.0 g) in dry ether at −78° C. under a dry nitrogen atmosphere. During the addition the temperature was maintained below −65° C. The reaction was stirred at −78° C. for 45 min at which time 1,2-dibromotetrafluoroethane (6.24 ml) was added. The reaction mixture was then allowed to warm to room temperature over 18 h, after...